This data is from the Open Reaction Database (ORD), a public repository of structured organic reaction records. The task is: describe an organic reaction: reactants, conditions, products, and yield Reactants: [Li]CC, CSC(C)(C)CCCC(C)CC=CC(C)=CC(=O)O, Cl, c1ccccc1. The product is CCC(=O)C=C(C)C=CCC(C)CCCC(C)(C)SC. As a reaction SMILES: [CH2:20]([CH3:21])[Li:22].[CH3:1][S:2][C:3]([CH2:4][CH2:5][CH2:6][CH:7]([CH2:8][CH:9]=[CH:10][C:11](=[CH:12][C:13](=[O:14])[OH:15])[CH3:16])[CH3:17])([CH3:18])[CH3:19].[ClH:23].[cH:24]1[cH:25][cH:26][cH:27][cH:28][cH:29]1>>[CH3:1][S:2][C:3]([CH2:4][CH2:5][CH2:6][CH:7]([CH2:8][CH:9]=[CH:10][C:11](=[CH:12][C:13](=[O:15])[CH2:20][CH3:21])[CH3:16])[CH3:17])([CH3:18])[CH3:19]. Reactants: C1CCNCC1, COCc1ncnc(Cl)c1C, C1CCOC1. Product: COCc1ncnc(N2CCCCC2)c1C. Reaction SMILES: [CH2:1]1[CH2:2][CH2:3][NH:4][CH2:5][CH2:6]1.[CH3:7][O:8][CH2:9][c:10]1[n:11][cH:12][n:13][c:14]([Cl:17])[c:15]1[CH3:16].[O:18]1[CH2:19][CH2:20][CH2:21][CH2:22]1>>[CH2:1]1[CH2:2][CH2:3][N:4]([c:14]2[n:13][cH:12][n:11][c:10]([CH2:9][O:8][CH3:7])[c:15]2[CH3:16])[CH2:5][CH2:6]1. The reactants are CO (MeOH), O.[OH-].[Li+] (lithium hydroxide monohydrate), FC=1C=C(C(=NC1)C)[C@@H]1N(CCC1)C1=NC=2N(C=C1)N=CC2C(=O)OCC ((R)-ethyl 5-(2-(5-fluoro-2-methylpyridin-3-yl)pyrrolidin-1-yl)pyrazolo[1,5-a]pyrimidine-3-carboxylate), C1CCOC1 (THF). Run in O (water). Run at time 16 hour. Yields the product FC=1C=C(C(=NC1)C)[C@@H]1N(CCC1)C1=NC=2N(C=C1)N=CC2C(=O)O ((R)-5-(2-(5-fluoro-2-methylpyridin-3-yl)pyrrolidin-1-yl)pyrazolo[1,5-a]pyrimidine-3-carboxylic acid). Yield: 85.9%. Reaction SMILES: [F:1][C:2]1[CH:3]=[C:4]([C@H:9]2[CH2:13][CH2:12][CH2:11][N:10]2[C:14]2[CH:19]=[CH:18][N:17]3[N:20]=[CH:21][C:22]([C:23]([O:25]CC)=[O:24])=[C:16]3[N:15]=2)[C:5]([CH3:8])=[N:6][CH:7]=1.C1COCC1.CO.O.[OH-].[Li+]>O>[F:1][C:2]1[CH:3]=[C:4]([C@H:9]2[CH2:13][CH2:12][CH2:11][N:10]2[C:14]2[CH:19]=[CH:18][N:17]3[N:20]=[CH:21][C:22]([C:23]([OH:25])=[O:24])=[C:16]3[N:15]=2)[C:5]([CH3:8])=[N:6][CH:7]=1 |f:3.4.5|. Procedure details: To a solution of (R)-ethyl 5-(2-(5-fluoro-2-methylpyridin-3-yl)pyrrolidin-1-yl)pyrazolo[1,5-a]pyrimidine-3-carboxylate (480 mg, 1.3 mmol) in a 1:1:1 mixture of THF:MeOH:water (30 mL) was added lithium hydroxide monohydrate (164 mg, 3.9 mmol). The mixture was stirred at ambient temperature for 16 hours then concentrated to ⅓ volume, acidified to pH 3 with 1N HCl and extracted with EtOAc (3×30 mL). The combined organic phases were washed with brine (20 mL), dried over Na2SO4, filtered and concentr... The product is O=C(Nc1ccc(F)c(C(=O)c2c[nH]c3ncc(Cl)cc23)c1F)OCc1ccccc1. Starting materials: O=C(Nc1ccc(F)c(C(O)c2c[nH]c3ncc(Cl)cc23)c1F)OCc1ccccc1, C1CCOC1, O. Reaction SMILES: [CH2:1]([c:2]1[cH:3][cH:4][cH:5][cH:6][cH:7]1)[O:8][C:9]([NH:10][c:11]1[c:12]([F:30])[c:13]([CH:18]([OH:19])[c:20]2[cH:21][nH:22][c:23]3[n:24][cH:25][c:26]([Cl:29])[cH:27][c:28]23)[c:14]([F:17])[cH:15][cH:16]1)=[O:31].[O:33]1[CH2:34][CH2:35][CH2:36][CH2:37]1.[OH2:32]>>[CH2:1]([c:2]1[cH:3][cH:4][cH:5][cH:6][cH:7]1)[O:8][C:9]([NH:10][c:11]1[c:12]([F:30])[c:13]([C:18](=[O:19])[c:20]2[cH:21][nH:22][c:23]3[n:24][cH:25][c:26]([Cl:29])[cH:27][c:28]23)[c:14]([F:17])[cH:15][cH:16]1)=[O:31]. Starting materials: aqueous solution, aqueous solution, [OH-].[Na+] (sodium hydroxide), NC1=C(C(=O)OC)C=C(C=C1)C(=O)C1=C(C(=C2C=CC=CN12)Br)C (methyl 2-amino-5-[(1-bromo-2-methylindolizin-3-yl)carbonyl]benzoate), Cl (hydrochloric acid). The solvent is CO (methanol). Product: NC1=C(C(=O)O)C=C(C=C1)C(=O)C1=C(C(=C2C=CC=CN12)Br)C (2-Amino-5-[(1-bromo-2-methylindolizin-3-yl)carbonyl]benzoic acid). The yield is 88.6%. As a reaction SMILES: [OH-].[Na+].[NH2:3][C:4]1[CH:13]=[CH:12][C:11]([C:14]([C:16]2[N:24]3[C:19]([CH:20]=[CH:21][CH:22]=[CH:23]3)=[C:18]([Br:25])[C:17]=2[CH3:26])=[O:15])=[CH:10][C:5]=1[C:6]([O:8]C)=[O:7].Cl>CO>[NH2:3][C:4]1[CH:13]=[CH:12][C:11]([C:14]([C:16]2[N:24]3[C:19]([CH:20]=[CH:21][CH:22]=[CH:23]3)=[C:18]([Br:25])[C:17]=2[CH3:26])=[O:15])=[CH:10][C:5]=1[C:6]([OH:8])=[O:7] |f:0.1|. Procedure: 4.92 ml (4.92 mmol) of a 1N aqueous solution of sodium hydroxide are added, at ambient temperature, to 1.91 g (4.69 mmol) of methyl 2-amino-5-[(1-bromo-2-methylindolizin-3-yl)carbonyl]benzoate in 30 ml of methanol. The reaction medium is refluxed for 10 hours and then hydrolysed with a 1N aqueous solution of hydrochloric acid. The aqueous phase is extracted with ethyl acetate. The organic phase obtained is washed with water, dried over sodium sulphate, filtered, and concentrated under reduced pr...